describe an organic reaction: reactants, conditions, products, and yield From a dataset of the Open Reaction Database (ORD), a public repository of structured organic reaction records. Starting materials: OS(=O)(=O)O (H2SO4), [H-].[H-].[H-].[H-].[Li+].[Al+3] (LiAlH4), COC=1C=C2C(=CNC2=CC1OC)CC#N (5,6-dimethoxy-3-indoleacetonitrile). The yield is 85.7%. RXN SMILES: OS(O)(=O)=O.[H-].[H-].[H-].[H-].[Li+].[Al+3:11].[CH3:12][O:13][C:14]1[CH:15]=[C:16]2[C:20](=[CH:21][C:22]=1[O:23][CH3:24])[NH:19][CH:18]=[C:17]2[CH2:25][C:26]#[N:27]>C1COCC1>[AlH3:11].[CH3:12][O:13][C:14]1[CH:15]=[C:16]2[C:20]([NH:19][CH:18]=[C:17]2[CH2:25][CH2:26][NH2:27])=[CH:21][C:22]=1[O:23][CH3:24] |f:1.2.3.4.5.6|. Product: [AlH3] (AlH3), COC1=C(C=C2NC=C(CCN)C2=C1)OC (5,6-dimethoxytryptamine). Reported procedure: A solution of AlH3 in THF was prepared by dropwise addition of a solution of 0.52 ml (0.98 g, 10 mmol) of 100% H2SO4 in 4 ml of THF to a mixture of 0.76 g (20 mmol) of LiAlH4 and 20 ml of THF. Without removing the precipitated Li2SO4, a solution of 0.5 g (2.33 mmol) of 5,6-dimethoxy-3-indoleacetonitrile in 4 ml of THF was added over 30 min period. after stirring for another hour, the excess hydride was destroyed by the addition of small chips of ice. Most of the supernatant THF solution was deca... Solvent: C1CCOC1 (THF), C1CCOC1 (THF), C1CCOC1 (THF), C1CCOC1 (THF).